describe an organic reaction: reactants, conditions, products, and yield From a dataset of the Open Reaction Database (ORD), a public repository of structured organic reaction records. Starting materials: O=C([O-])O, COC(=O)c1cccnc1N, [Na+], O=[N+]([O-])O, O=S(=O)(O)O. Yields the product COC(=O)c1cc([N+](=O)[O-])cnc1N. RXN SMILES: [C:12](=[O:13])([OH:14])[O-:15].[CH3:1][O:2][C:3]([c:4]1[c:5]([NH2:10])[n:6][cH:7][cH:8][cH:9]1)=[O:11].[Na+:16].[OH:17][N+:18]([O-:19])=[O:20].[S:21](=[O:22])(=[O:23])([OH:24])[OH:25]>>[CH3:1][O:2][C:3]([c:4]1[c:5]([NH2:10])[n:6][cH:7][c:8]([N+:18](=[O:17])[O-:19])[cH:9]1)=[O:11]. The reactants are C(C)(C)OC(=O)N1C2=C(C(CCC1)N(CC1=CC(=CC(=C1)C(F)(F)F)C(F)(F)F)C(C)=O)C=C(C(=C2)Cl)Br (isopropyl-5-[acetyl-(3,5-bistrifluoromethylbenzyl)amino]-7-bromo-8-chloro-2,3,4,5-tetrahydrobenzo[b]azepine-1-carboxylate), C1(CCCCC1)P(C1=C(C=CC=C1)C1=C(C=C(C=C1C(C)C)C(C)C)C(C)C)C1CCCCC1 (2-dicyclohexylphosphino-2′,4′,6′-triisopropylbiphenyl), CC(C)([O-])C.[Na+] (sodium tert-butoxide), CNC (dimethylamine), CNC (dimethylamine). The reagents and catalysts are C=1C=CC(=CC1)/C=C/C(=O)/C=C/C2=CC=CC=C2.C=1C=CC(=CC1)/C=C/C(=O)/C=C/C2=CC=CC=C2.C=1C=CC(=CC1)/C=C/C(=O)/C=C/C2=CC=CC=C2.[Pd].[Pd] (tris(dibenzylideneacetone)dipalladium). Solvent: C1(=CC=CC=C1)C (toluene), C(C)(=O)OCC (ethyl acetate). Product: C(C)(=O)N(C1C2=C(N(CCC1)C(=O)OC(C)C)C=C(C(=C2)N(C)C)Cl)CC2=CC(=CC(=C2)C(F)(F)F)C(F)(F)F (Isopropyl 5-[acetyl-(3,5-bistrifluoromethylbenzyl)amino]-8-chloro-7-dimethylamino-2,3,4,5-tetrahydrobenzo[b]azepine-1-carboxylate). Yield: 52.3%. As a reaction SMILES: [CH:1]([O:4][C:5]([N:7]1[CH2:13][CH2:12][CH2:11][CH:10]([N:14]([C:30](=[O:32])[CH3:31])[CH2:15][C:16]2[CH:21]=[C:20]([C:22]([F:25])([F:24])[F:23])[CH:19]=[C:18]([C:26]([F:29])([F:28])[F:27])[CH:17]=2)[C:9]2[CH:33]=[C:34](Br)[C:35]([Cl:37])=[CH:36][C:8]1=2)=[O:6])([CH3:3])[CH3:2].C1(P(C2CCCCC2)C2C=CC=CC=2C2C(C(C)C)=CC(C(C)C)=CC=2C(C)C)CCCCC1.CC(C)([O-])C.[Na+].[CH3:79][NH:80][CH3:81]>C1(C)C=CC=CC=1.C(OCC)(=O)C.C1C=CC(/C=C/C(/C=C/C2C=CC=CC=2)=O)=CC=1.C1C=CC(/C=C/C(/C=C/C2C=CC=CC=2)=O)=CC=1.C1C=CC(/C=C/C(/C=C/C2C=CC=CC=2)=O)=CC=1.[Pd].[Pd]>[C:30]([N:14]([CH2:15][C:16]1[CH:21]=[C:20]([C:22]([F:25])([F:24])[F:23])[CH:19]=[C:18]([C:26]([F:29])([F:28])[F:27])[CH:17]=1)[CH:10]1[CH2:11][CH2:12][CH2:13][N:7]([C:5]([O:4][CH:1]([CH3:3])[CH3:2])=[O:6])[C:8]2[CH:36]=[C:35]([Cl:37])[C:34]([N:80]([CH3:81])[CH3:79])=[CH:33][C:9]1=2)(=[O:32])[CH3:31] |f:2.3,7.8.9.10.11|. Procedure details: Combine isopropyl-5-[acetyl-(3,5-bistrifluoromethylbenzyl)amino]-7-bromo-8-chloro-2,3,4,5-tetrahydrobenzo[b]azepine-1-carboxylate (0.075 g, 0.119 mmol), tris(dibenzylideneacetone)dipalladium (0) (0.003 g, 0.0029 mmol), 2-dicyclohexylphosphino-2′,4′,6′-triisopropylbiphenyl (0.006 g, 0.012 mmol), sodium tert-butoxide (0.029 g, 0.298 mmol) and dimethylamine (0.071 mL, 0.143 mmol, 2.0 M in THF) in toluene (0.5 mL) in a 10 mL microwave vessel and irradiate at 110° C. for 20 min (50 W). Add a large ex... Reactants: C(C)(C)(C)OC(=O)N1[C@H](CC[C@H](C1)O)[C@@H]1[C@@H](N(C(O1)(C)C)C(C)=O)CC1=CC(=CC(=C1)F)F ((2R, 5R)-2-{(4S, 5S)-3-Acetyl-4-[3,5-difluoro-benzyl]-2,2-dimethyl-oxazolidin-5-yl}-5-hydroxy-piperidine-1-carboxylic acid tert-butyl ester), [H-].[Na+] (sodium hydride), [H-].[Na+] (sodium hydride), BrCCC(C)C (1-bromo-3-methylbutane), BrCCC(C)C (1-bromo-3-methylbutane). The solvent is CN(C=O)C (dimethylformamide), CN(C=O)C (dimethylformamide). Run at time 15 minute. The product is C(C)(C)(C)OC(=O)N1[C@H](CC[C@H](C1)OCCC(C)C)[C@@H]1[C@@H](N(C(O1)(C)C)C(C)=O)CC1=CC(=CC(=C1)F)F ((2R, 5R)-2-{(4S, 5S)-3-Acetyl-4-[3,5-difluoro-benzyl]-2,2-dimethyl-oxazolidin-5-yl}-5-(3-methyl-butoxy)-piperidine-1-carboxylic acid tert-butyl ester). Yield: 71.4%. Reaction SMILES: [C:1]([O:5][C:6]([N:8]1[CH2:13][C@H:12]([OH:14])[CH2:11][CH2:10][C@@H:9]1[C@H:15]1[O:19][C:18]([CH3:21])([CH3:20])[N:17]([C:22](=[O:24])[CH3:23])[C@H:16]1[CH2:25][C:26]1[CH:31]=[C:30]([F:32])[CH:29]=[C:28]([F:33])[CH:27]=1)=[O:7])([CH3:4])([CH3:3])[CH3:2].[H-].[Na+].Br[CH2:37][CH2:38][CH:39]([CH3:41])[CH3:40]>CN(C)C=O>[C:1]([O:5][C:6]([N:8]1[CH2:13][C@H:12]([O:14][CH2:37][CH2:38][CH:39]([CH3:41])[CH3:40])[CH2:11][CH2:10][C@@H:9]1[C@H:15]1[O:19][C:18]([CH3:20])([CH3:21])[N:17]([C:22](=[O:24])[CH3:23])[C@H:16]1[CH2:25][C:26]1[CH:31]=[C:30]([F:32])[CH:29]=[C:28]([F:33])[CH:27]=1)=[O:7])([CH3:2])([CH3:3])[CH3:4] |f:1.2|. Procedure details: Add (2R, 5R)-2-{(4S, 5S)-3-Acetyl-4-[3,5-difluoro-benzyl]-2,2-dimethyl-oxazolidin-5-yl}-5-hydroxy-piperidine-1-carboxylic acid tert-butyl ester (0.06 g, 0.13 mmol) in 1.0 mL dimethylformamide to 60% sodium hydride (0.006 g, 0.15 mmol) in 0.5 mL dimethylformamide at room temperature and stir for 15 minutes. Add 1-bromo-3-methylbutane (0.023 mL, 0.19 mmol) and stir at room temperature overnight. Add 60% sodium hydride (0.006 g, 0.15 mmol) and 1-bromo-3-methylbutane (0.023 mL, 0.19 mmol) and stir f... Isolated yield 69.1%. Reaction conditions: temperature 130 celsius. Reported procedure: A mixture of 14α-carbethoxymethyl-5α-cholest-8-en-3β-ol (100 mg) in diglyme (3 mL) and 1N lithium hydroxide (3 mL) was heated at 130° C. for 2 hours under argon. The cooled reaction was partitioned between methylene chloride and iced dilute HCl, and the dried and concentrated organic layer provided 65 mg of 14α-carboxymethyl-5α-cholest-8-en-3β-ol; mp 191°-193° C. The product is C(=O)(O)C[C@]12CC[C@H]([C@@H](CCCC(C)C)C)[C@]2(CCC=2[C@]3(CC[C@@H](C[C@@H]3CCC12)O)C)C (14α-carboxymethyl-5α-cholest-8-en-3β-ol). RXN SMILES: [C:1]([CH2:6][C@:7]12[C:31]3[CH2:30][CH2:29][C@@H:28]4[C@:23]([CH3:33])([CH2:24][CH2:25][C@H:26]([OH:32])[CH2:27]4)[C:22]=3[CH2:21][CH2:20][C@:19]1([CH3:34])[C@@H:10]([C@H:11]([CH3:18])[CH2:12][CH2:13][CH2:14][CH:15]([CH3:17])[CH3:16])[CH2:9][CH2:8]2)([O:3]CC)=[O:2]>COCCOCCOC.[OH-].[Li+]>[C:1]([CH2:6][C@:7]12[C:31]3[CH2:30][CH2:29][C@@H:28]4[C@:23]([CH3:33])([CH2:24][CH2:25][C@H:26]([OH:32])[CH2:27]4)[C:22]=3[CH2:21][CH2:20][C@:19]1([CH3:34])[C@@H:10]([C@H:11]([CH3:18])[CH2:12][CH2:13][CH2:14][CH:15]([CH3:17])[CH3:16])[CH2:9][CH2:8]2)([OH:3])=[O:2] |f:2.3|. The solvent is COCCOCCOC (diglyme), [OH-].[Li+] (lithium hydroxide). Starting materials: C(=O)(OCC)C[C@]12CC[C@H]([C@@H](CCCC(C)C)C)[C@]2(CCC=2[C@]3(CC[C@@H](C[C@@H]3CCC12)O)C)C (14α-carbethoxymethyl-5α-cholest-8-en-3β-ol). Procedure: The product from Example 44E and 1,4-dioxa-8-azaspiro[4.5]decane were processed as described in Example 1D to provide the titled compound. 1HNMR (300 MHz, CD3OD) δ8.70 (m, 1H), 8.24 (d, J=1.8 Hz, 1H), 7.95 (m, 3H), 7.58 (d, J=8.7 Hz, 1H), 6.82 (s, 1H), 3.3-4.1 (m, 20H), 2.05 (m, 4H); MS (DCI) m/z 478 (M+H)+; The reactants are CS(=O)(=O)OCCC=1OC2=C(C1)C=C(C=C2)C2=NC=C(C=C2)C(=O)N2CCOCC2 (2-{5-[5-(4-morpholinylcarbonyl)-2-pyridinyl]-1-benzofuran-2-yl}ethyl methanesulfonate), O1CCOC12CCNCC2 (1,4-dioxa-8-azaspiro[4.5]decane). The product is N1(CCOCC1)C(=O)C=1C=CC(=NC1)C=1C=CC2=C(C=C(O2)CCN2CCC3(OCCO3)CC2)C1 (8-(2-{5-[5-(4-morpholinylcarbonyl)-2-pyridinyl]-1-benzofuran-2-yl}ethyl)-1,4-dioxa-8-azaspiro[4.5]decane). RXN SMILES: CS(O[CH2:6][CH2:7][C:8]1[O:9][C:10]2[CH:16]=[CH:15][C:14]([C:17]3[CH:22]=[CH:21][C:20]([C:23]([N:25]4[CH2:30][CH2:29][O:28][CH2:27][CH2:26]4)=[O:24])=[CH:19][N:18]=3)=[CH:13][C:11]=2[CH:12]=1)(=O)=O.[O:31]1[C:35]2([CH2:40][CH2:39][NH:38][CH2:37][CH2:36]2)[O:34][CH2:33][CH2:32]1>>[N:25]1([C:23]([C:20]2[CH:21]=[CH:22][C:17]([C:14]3[CH:15]=[CH:16][C:10]4[O:9][C:8]([CH2:7][CH2:6][N:38]5[CH2:39][CH2:40][C:35]6([O:34][CH2:33][CH2:32][O:31]6)[CH2:36][CH2:37]5)=[CH:12][C:11]=4[CH:13]=3)=[N:18][CH:19]=2)=[O:24])[CH2:26][CH2:27][O:28][CH2:29][CH2:30]1. Starting materials: alcohols, carboxylic acid, CO (methanol), carboxylic acids, alcohol, C(C1=CC=CC=C1)(=O)O (benzoic acid). The solvent is O (water). Product: C(C1=CC=CC=C1)(=O)OC (methyl benzoate). Isolated yield 70.0%. As a reaction SMILES: [CH3:1]O.[C:3]([OH:11])(=[O:10])[C:4]1[CH:9]=[CH:8][CH:7]=[CH:6][CH:5]=1>O>[C:3]([O:11][CH3:1])(=[O:10])[C:4]1[CH:9]=[CH:8][CH:7]=[CH:6][CH:5]=1. Reported procedure: The acid-catalyzed condensation of alcohols to esters has been known for some time. For example, the acid-catalyzed condensation of an alcohol with a carboxylic acid is known to yield an ester and water. This is generally known as a Fischer esterification reaction. It is a reversible process and the equilibrium lies slightly to the side of the production of the products when the reactants are simple alcohols and carboxylic acids. When the reaction is used for preparative purposes, the position o... The reactants are BrCCCCCCOC1=C(C(=O)NC2=CC=C(C(=O)N3CCCCC4=C3C=CC=C4)C=C2)C=CC=C1 (1-{4-[2-(6-bromohexyloxy)benzoylamino]benzoyl}-2,3,4,5-tetrahydro-1H-benzazepine), C(C)(=O)[O-].[Na+] (sodium acetate), [I-].[Na+] (sodium iodide). Solvent: C(C)(=O)O (acetic acid). Product: C(C)(=O)OCCCCCCOC1=C(C(=O)NC2=CC=C(C(=O)N3CCCCC4=C3C=CC=C4)C=C2)C=CC=C1 (1-{4-[2-(6-acetyloxyhexyloxy)benzoylamino]benzoyl}-2,3,4,5-tetrahydro-1H-benzazepine). Isolated yield 55.6%. As a reaction SMILES: Br[CH2:2][CH2:3][CH2:4][CH2:5][CH2:6][CH2:7][O:8][C:9]1[CH:36]=[CH:35][CH:34]=[CH:33][C:10]=1[C:11]([NH:13][C:14]1[CH:32]=[CH:31][C:17]([C:18]([N:20]2[C:26]3[CH:27]=[CH:28][CH:29]=[CH:30][C:25]=3[CH2:24][CH2:23][CH2:22][CH2:21]2)=[O:19])=[CH:16][CH:15]=1)=[O:12].[C:37]([O-:40])(=[O:39])[CH3:38].[Na+].[I-].[Na+]>C(O)(=O)C>[C:37]([O:40][CH2:2][CH2:3][CH2:4][CH2:5][CH2:6][CH2:7][O:8][C:9]1[CH:36]=[CH:35][CH:34]=[CH:33][C:10]=1[C:11]([NH:13][C:14]1[CH:32]=[CH:31][C:17]([C:18]([N:20]2[C:26]3[CH:27]=[CH:28][CH:29]=[CH:30][C:25]=3[CH2:24][CH2:23][CH2:22][CH2:21]2)=[O:19])=[CH:16][CH:15]=1)=[O:12])(=[O:39])[CH3:38] |f:1.2,3.4|. Reported procedure: A mixture of 1-{4-[2-(6-bromohexyloxy)benzoylamino]benzoyl}-2,3,4,5-tetrahydro-1H-benzazepine (2.00 g), sodium acetate (0.36 g), sodium iodide (0.55 g) and acetic acid (20 ml) is refluxed for 1 day. The solvent is distilled off and the resulting residue is extracted with ethyl acetate. The organic layer is washed successively with 2N aqueous sodium hydroxide solution and saturated saline solution, and dried over magnesium sulfate. The solvent is concentrated and the resulting residue is purified...